From a dataset of the Open Reaction Database (ORD), a public repository of structured organic reaction records. describe an organic reaction: reactants, conditions, products, and yield The reactants are C(#N)C1=NC=CC=C1 (2-cyanopyridine), NC=1SC(=C(C1C(=O)OCC)C)C (2-amino-4,5-dimethyl-3-ethoxycarbonyl-thiophene), O=P(Cl)(Cl)Cl (POCl3). The product is ClC=1C2=C(N=C(N1)C1=NC=CC=C1)SC(=C2C)C (4-chloro-2-(pyridin-2-yl)-5,6-dimethyl-thieno-[2,3-d]-pyrimidine). As a reaction SMILES: [C:1]([C:3]1[CH:8]=[CH:7][CH:6]=[CH:5][N:4]=1)#[N:2].[NH2:9][C:10]1[S:11][C:12]([CH3:21])=[C:13]([CH3:20])[C:14]=1[C:15](OCC)=O.O=P(Cl)(Cl)[Cl:24]>>[Cl:24][C:15]1[C:14]2[C:13]([CH3:20])=[C:12]([CH3:21])[S:11][C:10]=2[N:9]=[C:1]([C:3]2[CH:8]=[CH:7][CH:6]=[CH:5][N:4]=2)[N:2]=1. Procedure: With the procedure of Example 477, the reaction of 2-cyanopyridine and 2-amino-4,5-dimethyl-3-ethoxycarbonyl-thiophene, and the subsequent reaction with POCl3 yields 4-chloro-2-(pyridin-2-yl)-5,6-dimethyl-thieno-[2,3-d]-pyrimidine Starting materials: NC=1SC(=C(C1C(=O)OC(C)(C)C)C)C(=O)OCC1=CC=CC=C1 (3(1,1-Dimethylethyl) 5-benzyl 2-amino-4-methylthiophene-3,5-dicarboxylate), [OH-].[K+] (KOH). Solvent: O (H2O), CCOCC (Et2O), [Cl-].[Na+].O (brine), CCO (EtOH). The product is CC(C)(C)OC(=O)C1=C(SC(=C1C)C(=O)O)N (2-Amino-4-methylthiophene-3,5-dicarboxylic acid 3-(1,1-Dimethylethyl) ester). As a reaction SMILES: [NH2:1][C:2]1[S:3][C:4]([C:15]([O:17]CC2C=CC=CC=2)=[O:16])=[C:5]([CH3:14])[C:6]=1[C:7]([O:9][C:10]([CH3:13])([CH3:12])[CH3:11])=[O:8].[OH-].[K+]>CCO.O.CCOCC.[Cl-].[Na+].O>[CH3:13][C:10]([O:9][C:7]([C:6]1[C:5]([CH3:14])=[C:4]([C:15]([OH:17])=[O:16])[S:3][C:2]=1[NH2:1])=[O:8])([CH3:11])[CH3:12] |f:1.2,6.7.8|. Procedure details: To a cold degassed solution of the compound prepared in Example 2 (22.6 g, 64.9 mmol) in EtOH (700 ml) was added 3M KOH (350 ml) dropwise over 30 minutes. When the addition was complete the reaction was warmed to room temperature. After 3 days the reaction was diluted with H2O, Et2O and brine. The layers were separated and the aqueous layer was further extracted with Et2O (2×). The combined Et2O layers were extracted with 0.1M KOH (1×). All of the aqueous basic layers were combined and cooled to...